This data is from the Open Reaction Database (ORD), a public repository of structured organic reaction records. The task is: describe an organic reaction: reactants, conditions, products, and yield Reactants: CCCCCON=C(C(C)=O)C(=O)OCC, CC(=O)O, O=S(=O)(Cl)Cl. The product is CCCCCON=C(C(=O)CCl)C(=O)OCC. Reaction SMILES: [CH2:1]([CH2:2][CH2:3][CH2:4][CH3:5])[O:6][N:7]=[C:8]([C:9](=[O:10])[O:11][CH2:12][CH3:13])[C:14]([CH3:15])=[O:16].[CH3:22][C:23](=[O:24])[OH:25].[S:17]([Cl:18])(=[O:19])([Cl:20])=[O:21]>>[CH2:1]([CH2:2][CH2:3][CH2:4][CH3:5])[O:6][N:7]=[C:8]([C:9](=[O:10])[O:11][CH2:12][CH3:13])[C:14]([CH2:15][Cl:20])=[O:16]. The reactants are Cl, [Na+], CCOC(=O)C1C2CCC(=O)C21, [OH-]. Yields the product O=C(O)C1C2CCC(=O)C21. As a reaction SMILES: [ClH:13].[Na+:15].[O:1]=[C:2]1[CH:3]2[CH:4]([C:8](=[O:9])[O:10][CH2:11][CH3:12])[CH:5]2[CH2:6][CH2:7]1.[OH-:14]>>[O:1]=[C:2]1[CH:3]2[CH:4]([C:8](=[O:9])[OH:10])[CH:5]2[CH2:6][CH2:7]1. Starting materials: C(C)(C)(C)OC(=O)N1C(O[C@H]([C@@H]1C1=CC=C(C=C1)I)C(=O)OC)(C)C (methyl (4S,5R)-3-tert-butoxycarbonyl-2,2-dimethyl-4-(4-iodophenyl)-5-oxazolidinecarboxylate), O.[OH-].[Li+] (lithium hydroxide hydrate). Solvent: C(C)O (ethanol), O (water). Conditions: temperature 25 celsius, time 30 minute. The product is C(C)(C)(C)OC(=O)N1C(O[C@H]([C@@H]1C1=CC=C(C=C1)I)C(=O)O)(C)C ((4S,5R)-3-tert-butoxycarbonyl-2,2-dimethyl-4-(4-iodophenyl)-5-oxazolidinecarboxylic acid). Isolated yield 103.1%. As a reaction SMILES: [C:1]([O:5][C:6]([N:8]1[C@@H:12]([C:13]2[CH:18]=[CH:17][C:16]([I:19])=[CH:15][CH:14]=2)[C@H:11]([C:20]([O:22]C)=[O:21])[O:10][C:9]1([CH3:25])[CH3:24])=[O:7])([CH3:4])([CH3:3])[CH3:2].O.[OH-].[Li+]>C(O)C.O>[C:1]([O:5][C:6]([N:8]1[C@@H:12]([C:13]2[CH:18]=[CH:17][C:16]([I:19])=[CH:15][CH:14]=2)[C@H:11]([C:20]([OH:22])=[O:21])[O:10][C:9]1([CH3:25])[CH3:24])=[O:7])([CH3:4])([CH3:2])[CH3:3] |f:1.2.3|. Procedure: To a solution of 1.3 g of methyl (4S,5R)-3-tert-butoxycarbonyl-2,2-dimethyl-4-(4-iodophenyl)-5-oxazolidinecarboxylate in 25 cm3 of ethanol is added, at a temperature in the region of 25° C., a solution of 0.35 g of lithium hydroxide hydrate in 8 cm3 of distilled water. The reaction medium is stirred for 30 minutes at a temperature in the region of 25° C. and then concentrated to dryness under reduced pressure (2.7 kPa) at a temperature in the region of 40° C. The evaporation residue is dissolved... Starting materials: CC(=O)O, CCO, [K+], [OH-], O, O=C(N1Cc2ccc(S(=O)(=O)Nc3nccs3)cc2C1)C(Cl)(Cl)Cl. Product: O=S(=O)(Nc1nccs1)c1ccc2c(c1)CNC2. As a reaction SMILES: [CH3:27][C:28](=[O:29])[OH:30].[CH3:31][CH2:32][OH:33].[K+:26].[OH-:25].[OH2:34].[s:1]1[c:2]([NH:6][S:7](=[O:8])(=[O:9])[c:10]2[cH:11][c:12]3[c:16]([cH:17][cH:18]2)[CH2:15][N:14]([C:19](=[O:20])[C:21]([Cl:22])([Cl:23])[Cl:24])[CH2:13]3)[n:3][cH:4][cH:5]1>>[s:1]1[c:2]([NH:6][S:7](=[O:8])(=[O:9])[c:10]2[cH:11][c:12]3[c:16]([cH:17][cH:18]2)[CH2:15][NH:14][CH2:13]3)[n:3][cH:4][cH:5]1. Starting materials: O=C([O-])O, CCCCO, ClCCl, ClCCCOc1ccc2ccccc2c1, Cl, Fc1ccc(C(Nc2ccc(F)c(F)c2)C2CCNCC2)cc1, [I-], [Na+], [Na+]. The product is Cl, Cl, Fc1ccc(C(Nc2ccc(F)c(F)c2)C2CCN(CCCOc3ccc4ccccc4c3)CC2)cc1. Reaction SMILES: [C:39](=[O:40])([OH:41])[O-:42].[CH2:47]([OH:48])[CH2:49][CH2:50][CH3:51].[CH2:52]([Cl:53])[Cl:54].[Cl:24][CH2:25][CH2:26][CH2:27][O:28][c:29]1[cH:30][c:31]2[cH:32][cH:33][cH:34][cH:35][c:36]2[cH:37][cH:38]1.[ClH:46].[F:1][c:2]1[cH:3][c:4]([NH:9][CH:10]([CH:11]2[CH2:12][CH2:13][NH:14][CH2:15][CH2:16]2)[c:17]2[cH:18][cH:19][c:20]([F:23])[cH:21][cH:22]2)[cH:5][cH:6][c:7]1[F:8].[I-:45].[Na+:43].[Na+:44]>>[ClH:24].[ClH:46].[F:1][c:2]1[cH:3][c:4]([NH:9][CH:10]([CH:11]2[CH2:12][CH2:13][N:14]([CH2:25][CH2:26][CH2:27][O:28][c:29]3[cH:30][c:31]4[cH:32][cH:33][cH:34][cH:35][c:36]4[cH:37][cH:38]3)[CH2:15][CH2:16]2)[c:17]2[cH:18][cH:19][c:20]([F:23])[cH:21][cH:22]2)[cH:5][cH:6][c:7]1[F:8].